Task: describe an organic reaction: reactants, conditions, products, and yield. Dataset: the Open Reaction Database (ORD), a public repository of structured organic reaction records The product is CC(=Cc1ccc(C(=C2CCCCCCC2)c2ccc(O)cc2)cc1)C(=O)O. As a reaction SMILES: [CH3:1][C:2]([CH3:3])([CH3:4])[C:5](=[C:6]([C:7](=[O:8])[O-:9])[CH3:10])[c:11]1[cH:12][cH:13][c:14]([C:17]([c:18]2[cH:19][cH:20][c:21]([OH:24])[cH:22][cH:23]2)=[C:25]2[CH2:26][CH2:27][CH2:28][CH2:29][CH2:30][CH2:31][CH2:32]2)[cH:15][cH:16]1.[F:33][C:34]([F:35])([F:36])[C:37]([OH:38])=[O:39]>>[CH:5](=[C:6]([C:7](=[O:8])[OH:9])[CH3:10])[c:11]1[cH:12][cH:13][c:14]([C:17]([c:18]2[cH:19][cH:20][c:21]([OH:24])[cH:22][cH:23]2)=[C:25]2[CH2:26][CH2:27][CH2:28][CH2:29][CH2:30][CH2:31][CH2:32]2)[cH:15][cH:16]1. Starting materials: CC(C(=O)[O-])=C(c1ccc(C(=C2CCCCCCC2)c2ccc(O)cc2)cc1)C(C)(C)C, O=C(O)C(F)(F)F. The reactants are C(C)OC(=O)CC=1N=C(SC1)S (4-ethoxycarbonylmethyl-2-mercaptothiazole), Cl (hydrochloric acid), aqueous solution, [OH-].[Na+] (sodium hydroxide). Solvent: O (water). The product is C(=O)(O)CC=1N=C(SC1)S (4-carboxymethyl-2-mercaptothiazole). Isolated yield 87.4%. Reaction SMILES: C([O:3][C:4]([CH2:6][C:7]1[N:8]=[C:9]([SH:12])[S:10][CH:11]=1)=[O:5])C.[OH-].[Na+].Cl>O>[C:4]([CH2:6][C:7]1[N:8]=[C:9]([SH:12])[S:10][CH:11]=1)([OH:5])=[O:3] |f:1.2|. Procedure details: In 366 ml of water was suspended 185 g (0.91 mol) of 4-ethoxycarbonylmethyl-2-mercaptothiazole and 366 ml (1.84 mols) of an aqueous solution of 5 mol/l sodium hydroxide was added dropwise to the suspension. After heating the mixture for 2 hours in a steam bath with-stirring, the reaction mixture was cooled to room temperature, and 165 ml (1.90 mols) of concentrated hydrochloric acid was added dropwise to the mixture. The crystals formed were collected by filtration under a reduced pressure to pr... Starting materials: FC(C(=O)O)(F)F.N1=CC=C(C=C1)CCN1CCC2(CC(N(C(C2)=O)CC(=O)O)=O)CC1 ((9-(2-(Pyridin-4-yl)ethyl)-2,4-dioxo-3,9-diazaspiro[5.5]undec-3-yl)acetic Acid Trifluoroacetate). Reagents/catalysts: O=[Pt]=O (PtO2). The solvent is C(C)(=O)O (acetic acid). Product: C(C)(=O)O.C(C)(=O)O.N1CCC(CC1)CCN1CCC2(CC(N(C(C2)=O)CC(=O)O)=O)CC1 ((9-(2-(Piperidin-4-yl)ethyl)-2,4-dioxo-3,9-diazaspiro[5.5]undec-3-yl)acetic Acid Diacetate). As a reaction SMILES: F[C:2](F)(F)[C:3]([OH:5])=[O:4].[N:8]1[CH:13]=[CH:12][C:11]([CH2:14][CH2:15][N:16]2[CH2:32][CH2:31][C:19]3([CH2:24][C:23](=[O:25])[N:22]([CH2:26][C:27]([OH:29])=[O:28])[C:21](=[O:30])[CH2:20]3)[CH2:18][CH2:17]2)=[CH:10][CH:9]=1>C(O)(=O)C.O=[Pt]=O>[C:3]([OH:5])(=[O:4])[CH3:2].[C:27]([OH:29])(=[O:28])[CH3:26].[NH:8]1[CH2:13][CH2:12][CH:11]([CH2:14][CH2:15][N:16]2[CH2:17][CH2:18][C:19]3([CH2:24][C:23](=[O:25])[N:22]([CH2:26][C:27]([OH:29])=[O:28])[C:21](=[O:30])[CH2:20]3)[CH2:31][CH2:32]2)[CH2:10][CH2:9]1 |f:0.1,4.5.6|. Reported procedure: To a solution of 0.5 g (1.25 mmol) of the compound from Example 26. Step C in 40 ml 90% acetic acid were added 100 mg PtO2. The mixture was filled into an autoclave and hydrogenated at 20 atm and room temperature for 22 h. The solvent was removed under reduced pressure, and the residue was stirred with ether. The insoluble title compound was separated and dried in vacuo.